This data is from the Open Reaction Database (ORD), a public repository of structured organic reaction records. The task is: describe an organic reaction: reactants, conditions, products, and yield Starting materials: N(CC(=O)O)C(=O)OCC1=CC=CC=C1 (Z-Gly-OH), C(C)N1CCOCC1 (N-ethylmorpholine), C(CCC)OC(NC1CCNCC1)=O (piperidin-4-yl-carbamic acid butyl ester), [B-](F)(F)(F)F.CCOC(=O)C(=NOC(=[N+](C)C)N(C)C)C#N (TOTU). The solvent is C(C)(=O)OCC (ethyl acetate), CN(C)C=O (DMF). Reaction conditions: time 12 hour. Yields the product C(CCC)OC(NC1CCN(CC1)C(CNC(=O)OCC1=CC=CC=C1)=O)=O ([1-(2-Benzyloxycarbonylamino-acetyl)-piperidin-4-yl]carbamic acid butyl ester). Reaction SMILES: [NH:1]([C:6]([O:8][CH2:9][C:10]1[CH:15]=[CH:14][CH:13]=[CH:12][CH:11]=1)=[O:7])[CH2:2][C:3]([OH:5])=O.C(N1CCOCC1)C.[CH2:24]([O:28][C:29](=[O:37])[NH:30][CH:31]1[CH2:36][CH2:35][NH:34][CH2:33][CH2:32]1)[CH2:25][CH2:26][CH3:27].[B-](F)(F)(F)F.CCOC(C(C#N)=NOC(N(C)C)=[N+](C)C)=O>CN(C=O)C.C(OCC)(=O)C>[CH2:24]([O:28][C:29](=[O:37])[NH:30][CH:31]1[CH2:36][CH2:35][N:34]([C:3](=[O:5])[CH2:2][NH:1][C:6]([O:8][CH2:9][C:10]2[CH:15]=[CH:14][CH:13]=[CH:12][CH:11]=2)=[O:7])[CH2:33][CH2:32]1)[CH2:25][CH2:26][CH3:27] |f:3.4|. Procedure: To a solution of 150 mg Z-Gly-OH in 5 ml DMF were added 0.4 ml N-ethylmorpholine, 144 mg piperidin-4-yl-carbamic acid butyl ester and 236 mg TOTU. After stirring for 12 h it was diluted with ethyl acetate and subsequently washed with aqueous LiCl (4%), saturated NaHCO3 and 0.1 M HCl. The crude product thus obtained after evaporation of the solvent was directly used in the next step. Yield: 287 mg. Reactants: C(C1=CC=CC=C1)OC(=O)N1CCC(CC1)C(NC1=NC=NC(=C1)Cl)=O (4-(6-chloro-pyrimidin-4-ylcarbamoyl)-piperidine-1-carboxylic acid benzyl ester), FC=1C=CC(=C(C1)B(O)O)OC (5-fluoro-2-methoxy-phenylboronic acid), C1(=CC=CC=C1)P(C1=CC=CC=C1)C1=CC=CC=C1 (triphenylphosphine). Reagents/catalysts: C(C)(=O)[O-].[Pd+2].C(C)(=O)[O-] (palladium(II) acetate). Solvent: C([O-])([O-])=O.[Na+].[Na+] (sodium carbonate), O1CCOCC1 (1,4-dioxane). Run at temperature 110 celsius. Product: C(C1=CC=CC=C1)OC(=O)N1CCC(CC1)C(NC1=NC=NC(=C1)C1=C(C=CC(=C1)F)OC)=O (4-[6-(5-fluoro-2-methoxy-phenyl)-pyrimidin-4-ylcarbamoyl]-piperidine-1-carboxylic acid benzyl ester). Yield: 52.5%. RXN SMILES: [CH2:1]([O:8][C:9]([N:11]1[CH2:16][CH2:15][CH:14]([C:17](=[O:26])[NH:18][C:19]2[CH:24]=[C:23](Cl)[N:22]=[CH:21][N:20]=2)[CH2:13][CH2:12]1)=[O:10])[C:2]1[CH:7]=[CH:6][CH:5]=[CH:4][CH:3]=1.[F:27][C:28]1[CH:29]=[CH:30][C:31]([O:37][CH3:38])=[C:32](B(O)O)[CH:33]=1.C1(P(C2C=CC=CC=2)C2C=CC=CC=2)C=CC=CC=1>C(=O)([O-])[O-].[Na+].[Na+].O1CCOCC1.C([O-])(=O)C.[Pd+2].C([O-])(=O)C>[CH2:1]([O:8][C:9]([N:11]1[CH2:16][CH2:15][CH:14]([C:17](=[O:26])[NH:18][C:19]2[CH:24]=[C:23]([C:30]3[CH:29]=[C:28]([F:27])[CH:33]=[CH:32][C:31]=3[O:37][CH3:38])[N:22]=[CH:21][N:20]=2)[CH2:13][CH2:12]1)=[O:10])[C:2]1[CH:7]=[CH:6][CH:5]=[CH:4][CH:3]=1 |f:3.4.5,7.8.9|. Reported procedure: To a stirred mixture of 4-(6-chloro-pyrimidin-4-ylcarbamoyl)-piperidine-1-carboxylic acid benzyl ester (VIII) (0.60 g, 1.6 mmol) and 5-fluoro-2-methoxy-phenylboronic acid (0.300 g, 1.76 mmol) in saturated sodium carbonate solution (5 ml) and 1,4-dioxane (5 ml) was added palladium(II) acetate (0.072 g, 0.32 mmol) followed by triphenylphosphine (0.084 g, 0.32 mmol) at room temperature under an atmosphere of nitrogen. The resulting mixture was heated to reflux at 110° C. for one hour and the reacti... The reactants are CCN=C(N(CC)CC)[N+](CC)(CC)CC, [Cl-], [Cl-], O=C1OC(=O)c2c(Cl)cccc21, Clc1ccccc1Cl, [K+], O, O=P(O)(O)O. Yields the product O=C(O)c1cccc(Cl)c1C(=O)O. Reaction SMILES: [CH2:4]([N:5]([CH2:6][CH3:7])[C:8](=[N:9][CH2:10][CH3:11])[N+:12]([CH2:13][CH3:14])([CH2:15][CH3:16])[CH2:17][CH3:18])[CH3:19].[Cl-:1].[Cl-:3].[Cl:20][c:21]1[c:22]2[c:23]([cH:29][cH:30][cH:31]1)[C:24](=[O:25])[O:26][C:27]2=[O:28].[Cl:38][c:39]1[cH:40][cH:41][cH:42][cH:43][c:44]1[Cl:45].[K+:2].[OH2:37].[P:32]([OH:33])(=[O:34])([OH:35])[OH:36]>>[Cl:20][c:21]1[c:22]([C:27]([OH:26])=[O:28])[c:23]([C:24](=[O:25])[OH:33])[cH:29][cH:30][cH:31]1. The reactants are CCCCCCN(Cc1ccc(C#Cc2ccc(CCCC)cc2)cc1)c1ccc2c(c1)OC(C)(C)OC2=O, C1CCOC1, CCOCC, [Li+], [OH-], O, O. Product: CCCCCCN(Cc1ccc(C#Cc2ccc(CCCC)cc2)cc1)c1ccc(C(=O)O)c(O)c1. As a reaction SMILES: [CH2:1]([CH2:2][CH2:3][CH3:4])[c:5]1[cH:6][cH:7][c:8]([C:11]#[C:12][c:13]2[cH:14][cH:15][c:16]([CH2:17][N:18]([c:19]3[cH:20][cH:21][c:22]4[c:23]([cH:31]3)[O:24][C:25]([CH3:29])([CH3:30])[O:26][C:27]4=[O:28])[CH2:32][CH2:33][CH2:34][CH2:35][CH2:36][CH3:37])[cH:38][cH:39]2)[cH:9][cH:10]1.[CH2:43]1[O:44][CH2:45][CH2:46][CH2:47]1.[CH3:49][CH2:50][O:51][CH2:52][CH3:53].[Li+:42].[OH-:41].[OH2:40].[OH2:48]>>[CH2:1]([CH2:2][CH2:3][CH3:4])[c:5]1[cH:6][cH:7][c:8]([C:11]#[C:12][c:13]2[cH:14][cH:15][c:16]([CH2:17][N:18]([c:19]3[cH:20][cH:21][c:22]([C:27](=[O:26])[OH:28])[c:23]([OH:24])[cH:31]3)[CH2:32][CH2:33][CH2:34][CH2:35][CH2:36][CH3:37])[cH:38][cH:39]2)[cH:9][cH:10]1. Starting materials: CC(C)OC(C)C, CC(C)(C)OC(=O)C1CCCN1C(=O)CCc1cccc(-c2nc(=O)c3ccccc3s2)n1, O=C(O)C(F)(F)F. The product is O=C(O)C1CCCN1C(=O)CCc1cccc(-c2nc(=O)c3ccccc3s2)n1. As a reaction SMILES: [CH:34]([O:35][CH:36]([CH3:37])[CH3:38])([CH3:39])[CH3:40].[O:1]=[c:2]1[n:3][c:4](-[c:12]2[cH:13][cH:14][cH:15][c:16]([CH2:18][CH2:19][C:20](=[O:21])[N:22]3[CH:23]([C:27](=[O:28])[O:29][C:30]([CH3:31])([CH3:32])[CH3:33])[CH2:24][CH2:25][CH2:26]3)[n:17]2)[s:5][c:6]2[c:7]1[cH:8][cH:9][cH:10][cH:11]2.[OH:41][C:42]([C:43]([F:44])([F:45])[F:46])=[O:47]>>[O:1]=[c:2]1[n:3][c:4](-[c:12]2[cH:13][cH:14][cH:15][c:16]([CH2:18][CH2:19][C:20](=[O:21])[N:22]3[CH:23]([C:27](=[O:28])[OH:29])[CH2:24][CH2:25][CH2:26]3)[n:17]2)[s:5][c:6]2[c:7]1[cH:8][cH:9][cH:10][cH:11]2. Reactants: O=C(O)c1ccc(Br)cc1NS(=O)(=O)c1cccc2nccnc12, Cl, NC(c1ccc(F)cc1F)C(F)(F)F. The product is O=C(NC(c1ccc(F)cc1F)C(F)(F)F)c1ccc(Br)cc1NS(=O)(=O)c1cccc2nccnc12. Reaction SMILES: [Br:1][c:2]1[cH:3][c:4]([NH:11][S:12](=[O:13])(=[O:14])[c:15]2[c:16]3[n:17][cH:18][cH:19][n:20][c:21]3[cH:22][cH:23][cH:24]2)[c:5]([C:6](=[O:7])[OH:8])[cH:9][cH:10]1.[ClH:25].[F:26][c:27]1[c:28]([CH:34]([C:35]([F:36])([F:37])[F:38])[NH2:39])[cH:29][cH:30][c:31]([F:33])[cH:32]1>>[Br:1][c:2]1[cH:3][c:4]([NH:11][S:12](=[O:13])(=[O:14])[c:15]2[c:16]3[n:17][cH:18][cH:19][n:20][c:21]3[cH:22][cH:23][cH:24]2)[c:5]([C:6](=[O:7])[NH:39][CH:34]([c:28]2[c:27]([F:26])[cH:32][c:31]([F:33])[cH:30][cH:29]2)[C:35]([F:36])([F:37])[F:38])[cH:9][cH:10]1.